Task: describe an organic reaction: reactants, conditions, products, and yield. Dataset: the Open Reaction Database (ORD), a public repository of structured organic reaction records Starting materials: Cc1cccc2c1N(S(=O)(=O)c1ccc(C(C)(C)C)cc1)Cc1ccc(C(F)(F)F)nc1N2, CC#N, ClCCl, O=C1CCC(=O)N1Br. Yields the product Cc1c(Br)ccc2c1N(S(=O)(=O)c1ccc(C(C)(C)C)cc1)Cc1ccc(C(F)(F)F)nc1N2. Reaction SMILES: [C:1]([CH3:2])([CH3:3])([CH3:4])[c:5]1[cH:6][cH:7][c:8]([S:11](=[O:12])(=[O:13])[N:14]2[CH2:15][c:16]3[c:17]([n:26][c:27]([C:30]([F:31])([F:32])[F:33])[cH:28][cH:29]3)[NH:18][c:19]3[c:20]2[c:21]([CH3:25])[cH:22][cH:23][cH:24]3)[cH:9][cH:10]1.[CH3:45][C:46]#[N:47].[Cl:42][CH2:43][Cl:44].[O:34]=[C:35]1[N:36]([Br:41])[C:37](=[O:38])[CH2:39][CH2:40]1>>[C:1]([CH3:2])([CH3:3])([CH3:4])[c:5]1[cH:6][cH:7][c:8]([S:11](=[O:12])(=[O:13])[N:14]2[CH2:15][c:16]3[c:17]([n:26][c:27]([C:30]([F:31])([F:32])[F:33])[cH:28][cH:29]3)[NH:18][c:19]3[c:20]2[c:21]([CH3:25])[c:22]([Br:41])[cH:23][cH:24]3)[cH:9][cH:10]1.